From a dataset of the Open Reaction Database (ORD), a public repository of structured organic reaction records. describe an organic reaction: reactants, conditions, products, and yield The reactants are CC(=O)O, NS(=O)(=O)c1c(Cl)nc2n1CCS2=O, O, OO. Yields the product NS(=O)(=O)c1c(Cl)nc2n1CCS2(=O)=O. As a reaction SMILES: [CH3:18][C:19](=[O:20])[OH:21].[Cl:1][c:2]1[n:3][c:4]2[n:8]([c:9]1[S:10](=[O:11])(=[O:12])[NH2:13])[CH2:7][CH2:6][S:5]2=[O:14].[OH2:17].[OH:15][OH:16]>>[Cl:1][c:2]1[n:3][c:4]2[n:8]([c:9]1[S:10](=[O:11])(=[O:12])[NH2:13])[CH2:7][CH2:6][S:5]2(=[O:14])=[O:15]. The reactants are NC1=C(C=CC2=C(C=CC=C12)C#N)[N+](=O)[O-] (1-amino-5-cyano-2-nitronaphthalene). The reagents and catalysts are [Ni] (Ra-Ni). Run in C(C)O (ethanol), C(C)(=O)OCC (ethyl acetate). The product is NC1=C(C=CC2=C(C=CC=C12)C#N)N (1,2-diamino-5-cyanonaphthalene). Reaction SMILES: [NH2:1][C:2]1[C:11]2[C:6](=[C:7]([C:12]#[N:13])[CH:8]=[CH:9][CH:10]=2)[CH:5]=[CH:4][C:3]=1[N+:14]([O-])=O>C(O)C.C(OCC)(=O)C.[Ni]>[NH2:1][C:2]1[C:11]2[C:6](=[C:7]([C:12]#[N:13])[CH:8]=[CH:9][CH:10]=2)[CH:5]=[CH:4][C:3]=1[NH2:14]. Procedure: A solution of 0,7 g (3,3 mmol) 1-amino-5-cyano-2-nitronaphthalene in a mixture of 75 ml ethanol and 75 ml ethyl acetate was hydrogenated at atm. pressure by using ca. 1 g Ra-Ni as a catalyst. The reaction mixture was filtered and evaporated in vacuo to give 1,2-diamino-5-cyanonaphthalene as yellow crystals. IR (KBr): 2220 cm-1 (nitrile function). Starting materials: CCOC(OCC)c1cc(-c2ccc(C(=O)NN)cc2)no1, C1CCOC1, CC#N, O=C(O)CSCCOc1ccccc1, O. The product is CCOC(OCC)c1cc(-c2ccc(C(=O)NNC(=O)CSCCOc3ccccc3)cc2)no1. RXN SMILES: [CH2:15]([CH3:16])[O:17][CH:18]([c:19]1[cH:20][c:21](-[c:24]2[cH:25][cH:26][c:27]([C:28](=[O:29])[NH:30][NH2:31])[cH:32][cH:33]2)[n:22][o:23]1)[O:34][CH2:35][CH3:36].[CH2:38]1[O:39][CH2:40][CH2:41][CH2:42]1.[CH3:43][C:44]#[N:45].[O:1]([c:2]1[cH:3][cH:4][cH:5][cH:6][cH:7]1)[CH2:8][CH2:9][S:10][CH2:11][C:12](=[O:13])[OH:14].[OH2:37]>>[O:1]([c:2]1[cH:3][cH:4][cH:5][cH:6][cH:7]1)[CH2:8][CH2:9][S:10][CH2:11][C:12](=[O:14])[NH:31][NH:30][C:28]([c:27]1[cH:26][cH:25][c:24](-[c:21]2[cH:20][c:19]([CH:18]([O:17][CH2:15][CH3:16])[O:34][CH2:35][CH3:36])[o:23][n:22]2)[cH:33][cH:32]1)=[O:29]. Reactants: COC(=O)c1cc(Br)c[nH]c1=O, CC(=O)[O-], CC(=O)[O-], ClCCl, [Cu+2], OB(O)c1ccccc1, c1ccncc1. The product is COC(=O)c1cc(Br)cn(-c2ccccc2)c1=O. Reaction SMILES: [Br:1][c:2]1[cH:3][c:4]([C:9](=[O:10])[O:11][CH3:12])[c:5](=[O:8])[nH:6][cH:7]1.[C:31]([O-:32])(=[O:33])[CH3:34].[C:36]([O-:37])(=[O:38])[CH3:39].[Cl:28][CH2:29][Cl:30].[Cu+2:35].[OH:13][B:14]([OH:15])[c:16]1[cH:17][cH:18][cH:19][cH:20][cH:21]1.[cH:22]1[cH:23][cH:24][n:25][cH:26][cH:27]1>>[Br:1][c:2]1[cH:3][c:4]([C:9](=[O:10])[O:11][CH3:12])[c:5](=[O:8])[n:6](-[c:16]2[cH:17][cH:18][cH:19][cH:20][cH:21]2)[cH:7]1. Reactants: [Br-], C1CCOC1, [Cl-], COc1ccc([Mg+])cc1F, [NH4+], N#CC1(c2ccccc2)CCC(=O)CC1, O. Product: COc1ccc(C2(O)CCC(C#N)(c3ccccc3)CC2)cc1F. RXN SMILES: [Br-:1].[CH2:30]1[O:31][CH2:32][CH2:33][CH2:34]1.[Cl-:28].[F:2][c:3]1[cH:4][c:5]([Mg+:11])[cH:6][cH:7][c:8]1[O:9][CH3:10].[NH4+:29].[O:12]=[C:13]1[CH2:14][CH2:15][C:16]([C:19]#[N:20])([c:21]2[cH:22][cH:23][cH:24][cH:25][cH:26]2)[CH2:17][CH2:18]1.[OH2:27]>>[F:2][c:3]1[cH:4][c:5]([C:13]2([OH:12])[CH2:14][CH2:15][C:16]([C:19]#[N:20])([c:21]3[cH:22][cH:23][cH:24][cH:25][cH:26]3)[CH2:17][CH2:18]2)[cH:6][cH:7][c:8]1[O:9][CH3:10]. Reactants: CNC(/C(=N/OC)/C1=C(C=CC=C1)CO)=O ((E)-N-methyl-2-(2-hydroxymethylphenyl)-2-methoxyiminoacetamide), [H-].[Na+] (sodium hydride), ClC1=NC=C(C=C1)C(F)(F)F (2-chloro-5-trifluoromethylpyridine), resultant mixture. Run in C1CCOC1 (THF), O (water). Run at time 1 hour. Yields the product CNC(/C(=N/OC)/C1=C(C=CC=C1)COC1=NC=C(C=C1)C(F)(F)F)=O ((E)-N-methyl-2-(5-trifluoromethylpyridyl-2-oxymethylphenyl)-2-methoxyiminoacetamide). Isolated yield 66.6%. Reaction SMILES: [CH3:1][NH:2][C:3](=[O:16])/[C:4](/[C:8]1[CH:13]=[CH:12][CH:11]=[CH:10][C:9]=1[CH2:14][OH:15])=[N:5]/[O:6][CH3:7].[H-].[Na+].Cl[C:20]1[CH:25]=[CH:24][C:23]([C:26]([F:29])([F:28])[F:27])=[CH:22][N:21]=1>C1COCC1.O>[CH3:1][NH:2][C:3](=[O:16])/[C:4](/[C:8]1[CH:13]=[CH:12][CH:11]=[CH:10][C:9]=1[CH2:14][O:15][C:20]1[CH:25]=[CH:24][C:23]([C:26]([F:29])([F:28])[F:27])=[CH:22][N:21]=1)=[N:5]/[O:6][CH3:7] |f:1.2|. Reported procedure: To a solution of (E)-N-methyl-2-(2-hydroxymethylphenyl)-2-methoxyiminoacetamide (0.10 g) in THF (10 ml), sodium hydride (60% oily suspension) (0.02 g) was added thereto, and the resultant mixture was stirred at room temperature for 10 minutes. To the reaction mixture, 2-chloro-5-trifluoromethylpyridine (0.10 g) was added, and stirring was continued at 60° C. for 1 hour. The reaction mixture was cooled, diluted with water, followed by extraction with dichloromethane. The solvent was dried over an... Starting materials: BrBr, c1ccc(COc2cccn3ccnc23)cc1, CCO, [Na+], [OH-], O. Product: Brc1cnc2c(OCc3ccccc3)cccn12. As a reaction SMILES: [Br:18][Br:19].[CH2:1]([c:2]1[cH:3][cH:4][cH:5][cH:6][cH:7]1)[O:8][c:9]1[c:10]2[n:11]([cH:12][cH:13][cH:14]1)[cH:15][cH:16][n:17]2.[CH3:20][CH2:21][OH:22].[Na+:25].[OH-:24].[OH2:23]>>[CH2:1]([c:2]1[cH:3][cH:4][cH:5][cH:6][cH:7]1)[O:8][c:9]1[c:10]2[n:11]([cH:12][cH:13][cH:14]1)[c:15]([Br:18])[cH:16][n:17]2. Procedure details: The above compound was prepared, following the procedure of Example 1, from 3-aminoquinuclidine (0.63 g, 5 mmol) and crude 2-methylbenzoyl isocyanate (1.35 g, ca 7 mmol). The product (1.23 g) was converted to the 1:1 fumarate, mp 216°-217° C. RXN SMILES: [NH2:1][CH:2]1[CH:7]2[CH2:8][CH2:9][N:4]([CH2:5][CH2:6]2)[CH2:3]1.[CH3:10][C:11]1[CH:21]=[CH:20][CH:19]=[CH:18][C:12]=1[C:13]([N:15]=[C:16]=[O:17])=[O:14].C([O-])(=O)/C=C/C([O-])=O>>[N:4]12[CH2:9][CH2:8][CH:7]([CH2:6][CH2:5]1)[CH:2]([NH:1][C:16]([NH:15][C:13](=[O:14])[C:12]1[CH:18]=[CH:19][CH:20]=[CH:21][C:11]=1[CH3:10])=[O:17])[CH2:3]2. Starting materials: NC1CN2CCC1CC2 (3-aminoquinuclidine), C(\C=C\C(=O)[O-])(=O)[O-] (fumarate), CC1=C(C(=O)N=C=O)C=CC=C1 (2-methylbenzoyl isocyanate), product. The product is N12CC(C(CC1)CC2)NC(=O)NC(C2=C(C=CC=C2)C)=O (N-[[[1-Azabicyclo[2.2.2]octan-3-yl] amino]carbonyl]-2-methylbenzamide). The reactants are N1C(=O)NC(=O)CC1=O (Barbituric acid), FC(CNC(=O)C1=NOC2=C1C=C(C(=C2F)N2C[C@H](O[C@H](C2)C)C)C=O)F (N-(2,2-difluoroethyl)-6-((2R,6S)-2,6-dimethylmorpholino)-7-fluoro-5-formylbenzo[d]isoxazole-3-carboxamide), Intermediate 467. The product is FC(CNC(=O)C1=NOC2=C1C=C1CC3(C(NC(NC3=O)=O)=O)[C@@H]3N(C1=C2F)C[C@H](O[C@H]3C)C)F ((2R,4S,4aS)-rel-N-(2,2-difluoroethyl)-11-fluoro-2,4-dimethyl-2′,4′,6′-trioxo-2,2′,3′,4,4a,4′,6,6′-octahydro-1H,1′H-spiro[isoxazolo[4,5-g][1,4]oxazino[4,3-a]quinoline-5,5′-pyrimidine]-8-carboxamide). RXN SMILES: [NH:1]1[C:8](=[O:9])[CH2:7][C:5](=[O:6])[NH:4][C:2]1=[O:3].[F:10][CH:11]([F:36])[CH2:12][NH:13][C:14]([C:16]1[C:20]2[CH:21]=[C:22]([CH:34]=O)[C:23]([N:26]3[CH2:31][C@H:30]([CH3:32])[O:29][C@H:28]([CH3:33])[CH2:27]3)=[C:24]([F:25])[C:19]=2[O:18][N:17]=1)=[O:15]>>[F:36][CH:11]([F:10])[CH2:12][NH:13][C:14]([C:16]1[C:20]2[CH:21]=[C:22]3[C:23](=[C:24]([F:25])[C:19]=2[O:18][N:17]=1)[N:26]1[CH2:31][C@@H:30]([CH3:32])[O:29][C@@H:28]([CH3:33])[C@@H:27]1[C:7]1([C:5](=[O:6])[NH:4][C:2](=[O:3])[NH:1][C:8]1=[O:9])[CH2:34]3)=[O:15]. Reported procedure: Starting material: Barbituric acid and N-(2,2-difluoroethyl)-6-((2R,6S)-2,6-dimethylmorpholino)-7-fluoro-5-formylbenzo[d]isoxazole-3-carboxamide were reacted (Intermediate 467) using a method similar to the one described for the synthesis of Example 134. The product was purified by reverse phase HPLC using a gradient of CH3CN in water with 0.1% TFA.